Dataset: the Open Reaction Database (ORD), a public repository of structured organic reaction records. Task: describe an organic reaction: reactants, conditions, products, and yield Reported procedure: To a 6.82 g (17.5 mmol) sample of the beta-ketoester from step 3 was added 3.89 g (26.1 mmol) of triethyl orthoformate and 8.00 g (78 mmol) of acetic anhydride, and the reaction was stirred at 130° C. for 2.5 hours. The volatile materials were then removed under reduced pressure, and toluene was added and distilled from the residue to remove any remaining reagents. The dried residue was then dissolved in 150 mL of methylene chloride and 1.91 g (17.5 mmol) of o-aminophenol was added. The reaction... Yields the product OC1=C(NC=C(C(=O)OCC)C(C2=C(C(=C(C(=C2F)F)N2CC(CC2)NC(C)=O)F)F)=O)C=CC=C1 (Ethyl 3-(2 -hydroxyanilino)-2-(4-(3-acetamidopyrrolidin-1-yl)-2,3,5,6-tetrafluorobenzoyl)acrylate). Run at temperature 130 celsius, time 2.5 hour. As a reaction SMILES: [C:1]([NH:4][CH:5]1[CH2:9][CH2:8][N:7]([C:10]2[C:23]([F:24])=[C:22]([F:25])[C:13]([C:14]([CH2:16][C:17]([O:19][CH2:20][CH3:21])=[O:18])=[O:15])=[C:12]([F:26])[C:11]=2[F:27])[CH2:6]1)(=[O:3])[CH3:2].[CH:28](OCC)(OCC)OCC.C(OC(=O)C)(=O)C.[NH2:45][C:46]1[CH:51]=[CH:50][CH:49]=[CH:48][C:47]=1[OH:52]>>[OH:52][C:47]1[CH:48]=[CH:49][CH:50]=[CH:51][C:46]=1[NH:45][CH:28]=[C:16]([C:14](=[O:15])[C:13]1[C:22]([F:25])=[C:23]([F:24])[C:10]([N:7]2[CH2:8][CH2:9][CH:5]([NH:4][C:1](=[O:3])[CH3:2])[CH2:6]2)=[C:11]([F:27])[C:12]=1[F:26])[C:17]([O:19][CH2:20][CH3:21])=[O:18]. The reactants are C(C)(=O)NC1CN(CC1)C1=C(C(=C(C(=O)CC(=O)OCC)C(=C1F)F)F)F (Ethyl 4-(3-acetamidopyrrolidin-1-yl)-2,3,5,6-tetrafluorobenzoylacetate), C(OCC)(OCC)OCC (triethyl orthoformate), C(C)(=O)OC(C)=O (acetic anhydride), NC1=C(C=CC=C1)O (o-aminophenol).